Dataset: the Open Reaction Database (ORD), a public repository of structured organic reaction records. Task: describe an organic reaction: reactants, conditions, products, and yield Starting materials: ClC1=CC=C(C=C1)CCN1C(=NC2=C1C=CC=C2C(=O)O)C(NC2CCN(CC2)C(C)C)=O (1-[2-(4-Chloro-phenyl)-ethyl]-2-(1-isopropyl-piperidin-4-ylcarbamoyl)-1H-benzoimidazole-4-carboxylic acid), OC1CNC1 (3-hydroxy-azetidine). Yields the product C(C)(C)N1CCC(CC1)NC(=O)C1=NC2=C(N1CCC1=CC=C(C=C1)Cl)C=CC=C2C(=O)N2CC(C2)O (1-[2-(4-Chloro-phenyl)-ethyl]-4-(3-hydroxy-azetidine-1-carbonyl)-1H-benzoimidazole-2-carboxylic acid (1-isopropyl-piperidin-4-yl)-amide). As a reaction SMILES: [Cl:1][C:2]1[CH:7]=[CH:6][C:5]([CH2:8][CH2:9][N:10]2[C:14]3[CH:15]=[CH:16][CH:17]=[C:18]([C:19]([OH:21])=O)[C:13]=3[N:12]=[C:11]2[C:22](=[O:33])[NH:23][CH:24]2[CH2:29][CH2:28][N:27]([CH:30]([CH3:32])[CH3:31])[CH2:26][CH2:25]2)=[CH:4][CH:3]=1.[OH:34][CH:35]1[CH2:38][NH:37][CH2:36]1>>[CH:30]([N:27]1[CH2:28][CH2:29][CH:24]([NH:23][C:22]([C:11]2[N:10]([CH2:9][CH2:8][C:5]3[CH:6]=[CH:7][C:2]([Cl:1])=[CH:3][CH:4]=3)[C:14]3[CH:15]=[CH:16][CH:17]=[C:18]([C:19]([N:37]4[CH2:38][CH:35]([OH:34])[CH2:36]4)=[O:21])[C:13]=3[N:12]=2)=[O:33])[CH2:25][CH2:26]1)([CH3:31])[CH3:32]. Reported procedure: 1-[2-(4-Chloro-phenyl)-ethyl]-4-(3-hydroxy-azetidine-1-carbonyl)-1H-benzoimidazole-2-carboxylic acid (1-isopropyl-piperidin-4-yl)-amide was prepared by a procedure according to example 22 starting from 150 mg (0.29 mmol) 1-[2-(4-Chloro-phenyl)-ethyl]-2-(1-isopropyl-piperidin-4-ylcarbamoyl)-1H-benzoimidazole-4-carboxylic acid and 23.4 mg (0.32 mmol) 3-hydroxy-azetidine. The title compound was obtained as its formiate in form a white amorphous solid.